describe an organic reaction: reactants, conditions, products, and yield From a dataset of the Open Reaction Database (ORD), a public repository of structured organic reaction records. Starting materials: ice, [H-].[Al+3].[Li+].[H-].[H-].[H-] (lithium aluminium hydride), O (Water), [OH-].[Na+] (sodium hydroxide), O (water), N1=CC(=CC=C1)/C=C/C(=O)OC (methyl E-3-(3-pyridyl)acrylate). Solvent: C(C)OCC (diethyl ether). Conditions: time 12 hour. The product is N1=CC(=CC=C1)CCCO (3-(3-pyridyl)-1-propanol). As a reaction SMILES: [H-].[Al+3].[Li+].[H-].[H-].[H-].[N:7]1[CH:12]=[CH:11][CH:10]=[C:9](/[CH:13]=[CH:14]/[C:15](OC)=[O:16])[CH:8]=1.O.[OH-].[Na+]>C(OCC)C>[N:7]1[CH:12]=[CH:11][CH:10]=[C:9]([CH2:13][CH2:14][CH2:15][OH:16])[CH:8]=1 |f:0.1.2.3.4.5,8.9|. Procedure: To an ice cold mixture of lithium aluminium hydride (28 mg, 0.74 mmol) in dry diethyl ether (20 ml) was added dropwise methyl E-3-(3-pyridyl)acrylate (100 mg, 0.61 mmol) under argon. The resulting mixture was allowed to warm up to room temperature and stirred for 12 h. Water (0.1 ml), 15% aqueous sodium hydroxide (0.1 ml) and water (0.3 ml) were added sequentially over 0.5 h and the mixture allowed to stir for 1 h. The resulting suspension was filtered and the filtrate concentrated under reduced...